From a dataset of the Open Reaction Database (ORD), a public repository of structured organic reaction records. describe an organic reaction: reactants, conditions, products, and yield Procedure details: Following the procedure of Example 97, the reaction of 2-methylimidazole with 2-chloro-6-nitro-4-(4-fluorobenzylamino)-thieno-[2,3-d]-pyrimidine gives 2-(2-methylimidazol-1-yl)-6-nitro-4-(4-fluorobenzylamino)-thieno-[2,3-d]-pyrimidine. RXN SMILES: [CH3:1][C:2]1[NH:3][CH:4]=[CH:5][N:6]=1.Cl[C:8]1[N:9]=[C:10]([NH:20][CH2:21][C:22]2[CH:27]=[CH:26][C:25]([F:28])=[CH:24][CH:23]=2)[C:11]2[CH:16]=[C:15]([N+:17]([O-:19])=[O:18])[S:14][C:12]=2[N:13]=1>>[CH3:1][C:2]1[N:3]([C:8]2[N:9]=[C:10]([NH:20][CH2:21][C:22]3[CH:27]=[CH:26][C:25]([F:28])=[CH:24][CH:23]=3)[C:11]3[CH:16]=[C:15]([N+:17]([O-:19])=[O:18])[S:14][C:12]=3[N:13]=2)[CH:4]=[CH:5][N:6]=1. The reactants are CC=1NC=CN1 (2-methylimidazole), ClC=1N=C(C2=C(N1)SC(=C2)[N+](=O)[O-])NCC2=CC=C(C=C2)F (2-chloro-6-nitro-4-(4-fluorobenzylamino)-thieno-[2,3-d]-pyrimidine). Yields the product CC=1N(C=CN1)C=1N=C(C2=C(N1)SC(=C2)[N+](=O)[O-])NCC2=CC=C(C=C2)F (2-(2-methylimidazol-1-yl)-6-nitro-4-(4-fluorobenzylamino)-thieno-[2,3-d]-pyrimidine). The reactants are C(C)C(N)CC1=CNC2=CC=CC=C12 (α-ethyl tryptamine), BrCC(C(=O)OCC)=O (ethyl 3-bromopyruvate), BrCC(C(=O)OCCC)=O (n-propyl 3-bromopyruvate). The product is C(CC)OC(=O)C1=CNC(CC2=C1NC=1C=CC=CC21)CC (2-Ethyl 1,2,3,6-tetrahydroazepino[4,5-b]indole-5-carboxylic acid n-propyl ester). RXN SMILES: [CH2:1]([CH:3]([CH2:5][C:6]1[C:14]2[C:9](=[CH:10][CH:11]=[CH:12][CH:13]=2)[NH:8][CH:7]=1)[NH2:4])[CH3:2].BrCC(=O)C(OCC)=O.Br[CH2:25][C:26](=O)[C:27]([O:29][CH2:30][CH2:31][CH3:32])=[O:28]>>[CH2:30]([O:29][C:27]([C:26]1[C:7]2[NH:8][C:9]3[CH:10]=[CH:11][CH:12]=[CH:13][C:14]=3[C:6]=2[CH2:5][CH:3]([CH2:1][CH3:2])[NH:4][CH:25]=1)=[O:28])[CH2:31][CH3:32]. Reported procedure: 2-Ethyl 1,2,3,6-tetrahydroazepino[4,5-b]indole-5-carboxylic acid n-propyl ester was prepared in a manner similar to that described in Example 1A but replacing tryptamine hydrochloride with α-ethyl tryptamine and ethyl 3-bromopyruvate with n-propyl 3-bromopyruvate; MS (ESI): 303 (MH+). Reactants: S(O)(O)(=O)=O (sulfuric acid), 4-trifluoro-2-nitroaniline, NC1=C(C=C(C=C1)C(F)(F)F)[N+](=O)[O-] (4-amino-3-nitro-benzotrifluoride), N(=O)[O-].[Na+] (Sodium nitrite). The solvent is O (water). Reaction conditions: temperature 75 celsius. The product is S([O-])(O)(=O)=O.FC(C1=CC(=C(C=C1)[N+]#N)[N+](=O)[O-])(F)F (4-Trifluoromethyl-2-nitrophenyldiazonium Bisulfate). RXN SMILES: [S:1](=[O:5])(=[O:4])([OH:3])[OH:2].[NH2:6][C:7]1[CH:12]=[CH:11][C:10]([C:13]([F:16])([F:15])[F:14])=[CH:9][C:8]=1[N+:17]([O-:19])=[O:18].[N:20]([O-])=O.[Na+]>O>[S:1](=[O:3])(=[O:2])([OH:5])[O-:4].[F:14][C:13]([F:16])([F:15])[C:10]1[CH:11]=[CH:12][C:7]([N+:6]#[N:20])=[C:8]([N+:17]([O-:19])=[O:18])[CH:9]=1 |f:2.3,5.6|. Procedure details: To a 500 mL three-necked flask equipped with a mechanical stirrer is added 99.5 g of concentrated sulfuric acid and 62.5 g of 4-trifluoro-2-nitroaniline (or 4-amino-3-nitro-benzotrifluoride). After heating to 75° C., 200 g of water is added at which time the temperature is reduced to 0° C. Sodium nitrite solution (52.9 g, 40% by weight in water) is added over two hours while maintaining the temperature at 0-5° C. The title diazonium salt solution (351 g) is filtered and stored at −15° C. for lat... Reactants: NC[C@H]1NC([C@H]1NC(\C(\C=1N=C(SC1)NC(=O)OC(C)(C)C)=N/OC(C(=O)OC(C)(C)C)(C)C)=O)=O (tert-butyl 2-(((Z)-(2-(((2R,3S)-2-(aminomethyl)-4-oxoazetidin-3-yl)amino)-1-(2-((tert-butoxycarbonyl)amino)thiazol-4-yl)-2-oxoethylidene)amino)oxy)-2-methylpropanoate), C[Si](CCOCOC[C@H]1OC1)(C)C ((S)-trimethyl(2-((oxiran-2-ylmethoxy)methoxy)ethyl)silane), C[Si](CCOCOC[C@H]1OC1)(C)C ((S)-trimethyl(2-((oxiran-2-ylmethoxy)methoxy)ethyl)silane). The solvent is C(Cl)Cl (DCM). Run at time 12 hour. The product is C(C)(C)(C)OC(=O)NC=1SC=C(N1)/C(/C(=O)N[C@H]1[C@H](NC1=O)CNC[C@@H](COCOCC[Si](C)(C)C)O)=N/OC(C(=O)OC(C)(C)C)(C)C (Tert-butyl 2-(((Z)-(1-(2-((tert-butoxycarbonyl)amino)thiazol-4-yl)-2-(((2R,3S)-2-((S)-9-hydroxy-2,2-dimethyl-5,7-dioxa-11-aza-2-siladodecan-12-yl)-4-oxoazetidin-3-yl)amino)-2-oxoethylidene)amino)oxy)-2-methylpropanoate). Isolated yield 22.3%. Reaction SMILES: [NH2:1][CH2:2][C@@H:3]1[C@H:6]([NH:7][C:8](=[O:35])/[C:9](=[N:23]\[O:24][C:25]([CH3:34])([CH3:33])[C:26]([O:28][C:29]([CH3:32])([CH3:31])[CH3:30])=[O:27])/[C:10]2[N:11]=[C:12]([NH:15][C:16]([O:18][C:19]([CH3:22])([CH3:21])[CH3:20])=[O:17])[S:13][CH:14]=2)[C:5](=[O:36])[NH:4]1.[CH3:37][Si:38]([CH3:49])([CH3:48])[CH2:39][CH2:40][O:41][CH2:42][O:43][CH2:44][C@@H:45]1[CH2:47][O:46]1>C(Cl)Cl>[C:19]([O:18][C:16]([NH:15][C:12]1[S:13][CH:14]=[C:10](/[C:9](=[N:23]/[O:24][C:25]([CH3:34])([CH3:33])[C:26]([O:28][C:29]([CH3:32])([CH3:31])[CH3:30])=[O:27])/[C:8]([NH:7][C@@H:6]2[C:5](=[O:36])[NH:4][C@@H:3]2[CH2:2][NH:1][CH2:47][C@H:45]([OH:46])[CH2:44][O:43][CH2:42][O:41][CH2:40][CH2:39][Si:38]([CH3:49])([CH3:48])[CH3:37])=[O:35])[N:11]=1)=[O:17])([CH3:22])([CH3:21])[CH3:20]. Procedure details: To a solution of tert-butyl 2-(((Z)-(2-(((2R,3S)-2-(aminomethyl)-4-oxoazetidin-3-yl)amino)-1-(2-((tert-butoxycarbonyl)amino)thiazol-4-yl)-2-oxoethylidene)amino)oxy)-2-methylpropanoate (500 mg, 0.95 mmol) in DCM (5 mL) was added (S)-trimethyl(2-((oxiran-2-ylmethoxy)methoxy)ethyl)silane (485 mg, 2.38 mmol). After stirring at rt for 12 h, another 2.5 equiv of (S)-trimethyl(2-((oxiran-2-ylmethoxy)methoxy)ethyl)silane was added. After stirring at rt for additional 12 h, the reaction mixture was conce...